Dataset: the Open Reaction Database (ORD), a public repository of structured organic reaction records. Task: describe an organic reaction: reactants, conditions, products, and yield Starting materials: ClC1=CC2=C(C(=NS2)C)C=C1N (6-chloro-3-methyl-benzo[d]isothiazol-5-ylamine), COC=1C=C(C=CC1OC)S(=O)(=O)Cl (3,4-dimethoxybenzenesulfonyl chloride). The solvent is N1=CC=CC=C1 (pyridine), N1=CC=CC=C1 (pyridine), CC(OCC)=O (EA). Run at time 8 hour. Yields the product ClC1=CC2=C(C(=NS2)C)C=C1NS(=O)(=O)C1=CC(=C(C=C1)OC)OC (N-(6-chloro-3-methyl-benzo[d]isothiazol-5-yl)-3,4-dimethoxy-benzenesulfonamide). Reaction SMILES: [Cl:1][C:2]1[C:11]([NH2:12])=[CH:10][C:5]2[C:6]([CH3:9])=[N:7][S:8][C:4]=2[CH:3]=1.[CH3:13][O:14][C:15]1[CH:16]=[C:17]([S:23](Cl)(=[O:25])=[O:24])[CH:18]=[CH:19][C:20]=1[O:21][CH3:22]>N1C=CC=CC=1.CC(=O)OCC>[Cl:1][C:2]1[C:11]([NH:12][S:23]([C:17]2[CH:18]=[CH:19][C:20]([O:21][CH3:22])=[C:15]([O:14][CH3:13])[CH:16]=2)(=[O:25])=[O:24])=[CH:10][C:5]2[C:6]([CH3:9])=[N:7][S:8][C:4]=2[CH:3]=1. Procedure details: To a solution of 6-chloro-3-methyl-benzo[d]isothiazol-5-ylamine (46 mg) in pyridine (0.26 mL), was added a solution of 3,4-dimethoxybenzenesulfonyl chloride (35 mg) in pyridine (0.26 mL). The resulting reaction mixture was stirred at RT under nitrogen overnight. The reaction mixture was then diluted with EA, washed well with HCl 1M (pH˜2-3), the organic phase was washed with water, brine, dried (MgSO4), filtered and concentrated to yield the title compound as white solid. Run in C(Cl)Cl (DCM). Reaction SMILES: CC(OI1(OC(C)=O)(OC(C)=O)OC(=O)C2C=CC=CC1=2)=O.[OH:23][CH2:24][CH2:25][CH2:26][CH2:27][CH2:28][CH2:29][CH2:30][CH2:31][CH2:32][N:33]([CH3:56])[C@H:34]1[C@H:38]2[CH2:39][CH2:40][C@@H:35]1[C@H:36]([O:41][C:42](=[O:55])[C:43]([OH:54])([C:49]1[S:50][CH:51]=[CH:52][CH:53]=1)[C:44]1[S:45][CH:46]=[CH:47][CH:48]=1)[CH2:37]2.C([O-])(O)=O.[Na+]>C(Cl)Cl>[CH3:56][N:33]([CH2:32][CH2:31][CH2:30][CH2:29][CH2:28][CH2:27][CH2:26][CH2:25][CH:24]=[O:23])[C@H:34]1[C@H:38]2[CH2:39][CH2:40][C@@H:35]1[C@H:36]([O:41][C:42](=[O:55])[C:43]([OH:54])([C:49]1[S:50][CH:51]=[CH:52][CH:53]=1)[C:44]1[S:45][CH:46]=[CH:47][CH:48]=1)[CH2:37]2 |f:2.3|. Starting materials: CC(=O)OI1(C=2C=CC=CC2C(=O)O1)(OC(=O)C)OC(=O)C (Dess-Martin periodinane), OCCCCCCCCCN([C@@H]1[C@H]2[C@@H](C[C@@H]1CC2)OC(C(C=2SC=CC2)(C=2SC=CC2)O)=O)C (hydroxy-di-thiophen-2-yl-acetic acid (1S,2R,4S,7S)-7-[(9-hydroxy-nonyl)-methyl-amino]-bicyclo[2.2.1]hept-2-yl ester), C(=O)(O)[O-].[Na+] (NaHCO3). Product: CN([C@@H]1[C@H]2[C@@H](C[C@@H]1CC2)OC(C(C=2SC=CC2)(C=2SC=CC2)O)=O)CCCCCCCCC=O (Hydroxy-di-thiophen-2-yl-acetic acid (1S,2R,4S,7S)-7-[methyl-(9-oxo-nonyl)-amino]-bicyclo[2.2.1]hept-2-yl ester). Procedure details: Dess-Martin periodinane (450 mg, 1.06 mmol) was added to a solution of hydroxy-di-thiophen-2-yl-acetic acid (1S,2R,4S,7S)-7-[(9-hydroxy-nonyl)-methyl-amino]-bicyclo[2.2.1]hept-2-yl ester (370 mg, 0.732 mmol) in dry DCM (3 mL) at 0° C., and the reaction mixture allowed to warm to RT. After 1 h at RT the reaction mixture was treated with satd NaHCO3 (aq) and extracted with ethyl acetate. The organic layer was washed with brine, dried (Na2SO4), filtered, and concentrated to dryness. The residue was... Reactants: CC(C)(C)[O-].[K+] (KOt-Bu), C1CNC[C@@H]1O ((R)-hydroxypyrrolidine), C(C)(C)(C)OC(=O)N1CCC(CC1)C1=NC=NC2=CC(=CC=C12)F (4-(7-fluoro-quinazolin-4-yl)-piperidine-1-carboxylic acid tert-butyl ester). The solvent is C1CCOC1 (THF), C1CCOC1 (THF). Reaction conditions: time 1 hour. The product is C(C)(C)(C)OC(=O)N1CCC(CC1)C1=NC=NC2=CC(=CC=C12)O[C@H]1CN(CC1)C(C)=O ((R)-4-[7-(1-Acetyl-pyrrolidin-3-yloxy)-quinazolin-4-yl]-piperidine-1-carboxylic acid tert-butyl ester). As a reaction SMILES: [CH3:1][C:2]([O-:5])(C)C.[K+].[CH2:7]1[C@@H:11]([OH:12])[CH2:10][NH:9][CH2:8]1.[C:13]([O:17][C:18]([N:20]1[CH2:25][CH2:24][CH:23]([C:26]2[C:35]3[C:30](=[CH:31][C:32](F)=[CH:33][CH:34]=3)[N:29]=[CH:28][N:27]=2)[CH2:22][CH2:21]1)=[O:19])([CH3:16])([CH3:15])[CH3:14]>C1COCC1>[C:13]([O:17][C:18]([N:20]1[CH2:25][CH2:24][CH:23]([C:26]2[C:35]3[C:30](=[CH:31][C:32]([O:12][C@@H:11]4[CH2:7][CH2:8][N:9]([C:2](=[O:5])[CH3:1])[CH2:10]4)=[CH:33][CH:34]=3)[N:29]=[CH:28][N:27]=2)[CH2:22][CH2:21]1)=[O:19])([CH3:16])([CH3:15])[CH3:14] |f:0.1|. Procedure details: To a solution of KOt-Bu (55.1 mg, 0.47 mmol) in THF (1 mL) was added (R)-hydroxypyrrolidine (37.7 mg, 0.43 mmol), followed by 4-(7-fluoro-quinazolin-4-yl)-piperidine-1-carboxylic acid tert-butyl ester (110.3 mg, 0.33 mmol), which was prepared as described in Example 12b, in THF (1 mL). The mixture was stirred for 1 h at room temperature, quenched with (CH3CO)2O. The mixture was then partitioned between EtOAc and water. The organic extracts were washed with brine and evaporated and the residue wa... The reactants are COc1cc(Cn2cnc3c(Cl)nc(N)nc32)c(Br)c(OC)c1OC, CO, N. Yields the product COc1cc(Cn2cnc3c(N)nc(N)nc32)c(Br)c(OC)c1OC. Reaction SMILES: [Br:1][c:2]1[c:3]([CH2:4][n:5]2[c:6]3[n:7][c:8]([NH2:15])[n:9][c:10]([Cl:14])[c:11]3[n:12][cH:13]2)[cH:16][c:17]([O:24][CH3:25])[c:18]([O:22][CH3:23])[c:19]1[O:20][CH3:21].[CH3:27][OH:28].[NH3:26]>>[Br:1][c:2]1[c:3]([CH2:4][n:5]2[c:6]3[n:7][c:8]([NH2:15])[n:9][c:10]([NH2:26])[c:11]3[n:12][cH:13]2)[cH:16][c:17]([O:24][CH3:25])[c:18]([O:22][CH3:23])[c:19]1[O:20][CH3:21]. Reactants: O=C1C2=CC=CC=C2OC=2C=CC(=CC12)C(CO)C (2-(9-oxo-2-xanthenyl)-propanol), red phosphorus, I (hydriodic acid). Yields the product C1=C(C=CC=2OC3=CC=CC=C3CC12)C(CO)C (2-(2-xanthenyl)-propanol). Reaction SMILES: O=[C:2]1[C:15]2[CH:14]=[C:13]([CH:16]([CH3:19])[CH2:17][OH:18])[CH:12]=[CH:11][C:10]=2[O:9][C:8]2[C:3]1=[CH:4][CH:5]=[CH:6][CH:7]=2.I>>[CH:14]1[C:15]2[CH2:2][C:3]3[C:8](=[CH:7][CH:6]=[CH:5][CH:4]=3)[O:9][C:10]=2[CH:11]=[CH:12][C:13]=1[CH:16]([CH3:19])[CH2:17][OH:18]. Reported procedure: 10 g. of 2-(9-oxo-2-xanthenyl)-propanol is refluxed with 1 g. of red phosphorus in 50 ml. of hydriodic acid (b.p. 127°) for 4 hours. After the excess hydrogen iodide has been distilled off, 2-(2-xanthenyl)-propanol is obtained, m.p. 86°-89°. Starting materials: CC(C)(C)OC(=O)CN=C(c1ccccc1)c1ccccc1, [H-], Cn1c(=O)n(CCCCI)c(=O)c2ccccc21, [Na+], CN(C)C=O. Yields the product Cn1c(=O)n(CCCCC(N=C(c2ccccc2)c2ccccc2)C(=O)OC(C)(C)C)c(=O)c2ccccc21. Reaction SMILES: [C:1]([CH3:2])([CH3:3])([CH3:4])[O:5][C:6]([CH2:7][N:8]=[C:9]([c:10]1[cH:11][cH:12][cH:13][cH:14][cH:15]1)[c:16]1[cH:17][cH:18][cH:19][cH:20][cH:21]1)=[O:22].[H-:23].[I:25][CH2:26][CH2:27][CH2:28][CH2:29][n:30]1[c:31](=[O:42])[n:32]([CH3:41])[c:33]2[cH:34][cH:35][cH:36][cH:37][c:38]2[c:39]1=[O:40].[Na+:24].[O:43]=[CH:44][N:45]([CH3:46])[CH3:47]>>[C:1]([CH3:2])([CH3:3])([CH3:4])[O:5][C:6]([CH:7]([N:8]=[C:9]([c:10]1[cH:11][cH:12][cH:13][cH:14][cH:15]1)[c:16]1[cH:17][cH:18][cH:19][cH:20][cH:21]1)[CH2:26][CH2:27][CH2:28][CH2:29][n:30]1[c:31](=[O:42])[n:32]([CH3:41])[c:33]2[cH:34][cH:35][cH:36][cH:37][c:38]2[c:39]1=[O:40])=[O:22].